Dataset: the Open Reaction Database (ORD), a public repository of structured organic reaction records. Task: describe an organic reaction: reactants, conditions, products, and yield The reactants are [OH-].[Na+] (sodium hydroxide), CON=C(C(=O)OC)C1=NSC(=N1)NC=O (methyl 2-methoxyimino-2-(5-formamido-1,2,4-thiadiazole-3-yl)-acetate), Cl (hydrochloric acid). The solvent is O (water). Run at temperature 0 celsius. The product is CON=C(C(=O)O)C1=NSC(=N1)N (2-methoxyimino-2-(5-amino-1,2,4-thiadiazole-3-yl) acetic acid). Yield: 137411.2%. As a reaction SMILES: [CH3:1][O:2][N:3]=[C:4]([C:9]1[N:13]=[C:12]([NH:14]C=O)[S:11][N:10]=1)[C:5]([O:7]C)=[O:6].[OH-].[Na+].Cl>O>[CH3:1][O:2][N:3]=[C:4]([C:9]1[N:13]=[C:12]([NH2:14])[S:11][N:10]=1)[C:5]([OH:7])=[O:6] |f:1.2|. Procedure details: To a suspension of methyl 2-methoxyimino-2-(5-formamido-1,2,4-thiadiazole-3-yl)-acetate (syn-isomer) (146 g, 0.60 mmol) in water (720 g) was cooled to an internal temperature of 0° C. and then 10% aqueous sodium hydroxide solution (720 ml) was added dropwise thereto. The mixture was allowed to react at a temperature in the range of 0°±1° C. for 1 hr., then heated to an internal temperature of 45° to 50° C. to react for 2 hrs. The reaction mixture was then neutralized with concentrated hydrochlor... Starting materials: C1CCOC1, [Cl-], CCC(CC(C)(C)C#N)N1C(=O)C(C)(CC2COC(C)(C)O2)CC(c2cccc(Cl)c2)C1c1ccc(Cl)cc1, Cl, [Na+], O. The product is CCC(CC(C)(C)C#N)N1C(=O)C(C)(CC(O)CO)CC(c2cccc(Cl)c2)C1c1ccc(Cl)cc1. Reaction SMILES: [CH2:44]1[O:45][CH2:46][CH2:47][CH2:48]1.[Cl-:42].[Cl:1][c:2]1[cH:3][c:4]([CH:8]2[CH2:9][C:10]([CH3:31])([CH2:32][CH:33]3[O:34][C:35]([CH3:38])([CH3:39])[O:36][CH2:37]3)[C:11](=[O:30])[N:12]([CH:21]([CH2:22][C:23]([C:24]#[N:25])([CH3:26])[CH3:27])[CH2:28][CH3:29])[CH:13]2[c:14]2[cH:15][cH:16][c:17]([Cl:20])[cH:18][cH:19]2)[cH:5][cH:6][cH:7]1.[ClH:40].[Na+:43].[OH2:41]>>[Cl:1][c:2]1[cH:3][c:4]([CH:8]2[CH2:9][C:10]([CH3:31])([CH2:32][CH:33]([OH:34])[CH2:37][OH:36])[C:11](=[O:30])[N:12]([CH:21]([CH2:22][C:23]([C:24]#[N:25])([CH3:26])[CH3:27])[CH2:28][CH3:29])[CH:13]2[c:14]2[cH:15][cH:16][c:17]([Cl:20])[cH:18][cH:19]2)[cH:5][cH:6][cH:7]1. The reactants are [Mg] (Magnesium), BrCCBr (1,2-dibromoethane), ClCC(CCCC)C (1-chloro-2-methylhexane), S(O)(O)(=O)=O (sulfuric acid), C=O (formaldehyde), II (iodine), solution, ClCC(CCCC)C (1-chloro-2-methylhexane). The solvent is O1CCCC1 (tetrahydrofuran), O1CCCC1 (tetrahydrofuran). Run at time 1 hour. Yields the product CC(CCO)CCCC (3-methyl-1-heptanol). As a reaction SMILES: [Mg].II.Cl[CH2:5][CH:6]([CH3:11])[CH2:7][CH2:8][CH2:9][CH3:10].BrCCBr.[CH2:16]=[O:17].S(=O)(=O)(O)O>O1CCCC1>[CH3:11][CH:6]([CH2:7][CH2:8][CH2:9][CH3:10])[CH2:5][CH2:16][OH:17]. Reported procedure: Magnesium turnings (2.0 g, 82.3 mmol) are etched with iodine, and 1 ml of a solution of 96% 1-chloro-2-methylhexane (11 g, 78.5 mmol) in tetrahydrofuran (10 ml) is added at 60° C. The reaction is started by the addition of 1,2-dibromoethane (0.2 ml), then the rest of the solution of 1-chloro-2-methylhexane is added dropwise. After dilution with tetrahydrofuran (15 ml) the mixture is stirred under reflux for 2.5 h. Gaseous formaldehyde is passed through the solution, whose temperature is kept at ... Starting materials: [Li]CCCC, C1CCOC1, CI, CCCCCC, CC(C)[N-]C(C)C, CC(C)NC(C)C, CCOC(=O)Cc1ccc(Cl)cc1, [Li+]. Yields the product CCOC(=O)C(C)c1ccc(Cl)cc1. As a reaction SMILES: [CH2:16]([Li:17])[CH2:18][CH2:19][CH3:20].[CH2:36]1[O:37][CH2:38][CH2:39][CH2:40]1.[CH3:34][I:35].[CH3:41][CH2:42][CH2:43][CH2:44][CH2:45][CH3:46].[CH:1]([N-:2][CH:3]([CH3:4])[CH3:5])([CH3:6])[CH3:7].[CH:9]([NH:10][CH:11]([CH3:12])[CH3:13])([CH3:14])[CH3:15].[Cl:21][c:22]1[cH:23][cH:24][c:25]([CH2:28][C:29](=[O:30])[O:31][CH2:32][CH3:33])[cH:26][cH:27]1.[Li+:8]>>[CH3:1][CH:28]([c:25]1[cH:24][cH:23][c:22]([Cl:21])[cH:27][cH:26]1)[C:29](=[O:30])[O:31][CH2:32][CH3:33]. Reactants: ClCl (Chlorine), OC=1C=C(C(=O)O)C=CC1 (3-hydroxy benzoic acid). Solvent: CO (methanol). The product is ClC1=C(C(=O)O)C=CC=C1O (2-Chloro-3-hydroxy benzoic acid). As a reaction SMILES: [Cl:1]Cl.[OH:3][C:4]1[CH:5]=[C:6]([CH:10]=[CH:11][CH:12]=1)[C:7]([OH:9])=[O:8]>CO>[Cl:1][C:5]1[C:4]([OH:3])=[CH:12][CH:11]=[CH:10][C:6]=1[C:7]([OH:9])=[O:8]. Procedure details: Chlorine gas (10.3 g; 147 mmol) was slowly bubbled through a cold solution of 20 g (145 mmol) of 3-hydroxy benzoic acid in 100 mL of methanol, under nitrogen, while maintaining the temperature below -60° C. After approximately thirty minutes, the chlorine gas was flushed out with nitrogen and the reaction mixture was allowed to warm to room temperature and diluted with 100 mL of water. The desired titled compound was isolated by recrystallization to provide a white solid. This solid was purified... Starting materials: N(=[N+]=[N-])C1=NC(=CC=C1)Cl (2-Azido-6-chloropyridine), C(C)OC=C(C(=O)OCC)C(C(F)(F)F)=O (ethyl 2-(ethoxymethylene)-4,4,4-trifluoro-3-oxobutyrate), TEA. Solvent: C(C)#N (acetonitrile). Run at temperature 70 celsius, time 16 hour. Product: ClC1=CC=CC(=N1)N1N=NC(=C1C(F)(F)F)C(=O)OCC (Ethyl 1-(6-chloropyridin-2-yl)-5-(trifluoromethyl)-1H-1,2,3-triazole-4-carboxylate). Reaction SMILES: [N:1]([C:4]1[CH:9]=[CH:8][CH:7]=[C:6]([Cl:10])[N:5]=1)=[N+:2]=[N-:3].C(OC=[C:15]([C:21](=O)[C:22]([F:25])([F:24])[F:23])[C:16]([O:18][CH2:19][CH3:20])=[O:17])C>C(#N)C>[Cl:10][C:6]1[N:5]=[C:4]([N:1]2[C:21]([C:22]([F:23])([F:25])[F:24])=[C:15]([C:16]([O:18][CH2:19][CH3:20])=[O:17])[N:3]=[N:2]2)[CH:9]=[CH:8][CH:7]=1. Procedure: To a solution of the title compound from Example 330 Step A (300 mg, 1.94 mmol) in acetonitrile (4 mL) was added ethyl 2-(ethoxymethylene)-4,4,4-trifluoro-3-oxobutyrate (0.284 mL, 1.94 mmol) followed by TEA (0.271 mL, 1.94 mmol), and the mixture was heated at 70° C. After 16 h, the reaction mixture was concentrated in vacuo. Purification by flash chromatography on silica gel (0 to 65% EtOAc in hexanes) provided the title compound as a yellow oil: LCMS m/z 320.85 [M+H]+; 1H NMR (500 MHz, CD3OD) δ...